From a dataset of the Open Reaction Database (ORD), a public repository of structured organic reaction records. describe an organic reaction: reactants, conditions, products, and yield Starting materials: Cl.C1(=CC=CC=C1)NN (phenylhydrazine hydrochloride), FC1=C(C(=O)C(C(=O)O)CC)C=CC=C1 ((2-fluorobenzoyl)butyric acid), FC1=C(C=CC=C1)C1NC2=CC=CC=C2C1CCC(=O)O (2-(2-fluorophenyl)-2,3-dihydroindole-3-propionic acid). Product: C(C)(=O)N1C(C2C=3C(=CC=CC13)C(CC2)=O)C2=C(C=CC=C2)F (1-acetyl-2-(2-fluorophenyl)-1,2,2a,3,4,5-hexahydrobenz[cd]indol-5-one). Isolated yield 22.0%. As a reaction SMILES: Cl.C1(NN)C=CC=CC=1.FC1C=CC=C[C:12]=1[C:13](C(CC)C(O)=O)=[O:14].[F:25][C:26]1[CH:31]=[CH:30][CH:29]=[CH:28][C:27]=1[CH:32]1[CH:40]([CH2:41][CH2:42][C:43]([OH:45])=O)[C:39]2[C:34](=[CH:35][CH:36]=[CH:37][CH:38]=2)[NH:33]1>>[C:13]([N:33]1[C:34]2[CH:35]=[CH:36][CH:37]=[C:38]3[C:43](=[O:45])[CH2:42][CH2:41][CH:40]([C:39]=23)[CH:32]1[C:27]1[CH:28]=[CH:29][CH:30]=[CH:31][C:26]=1[F:25])(=[O:14])[CH3:12] |f:0.1|. Procedure details: The procedure of Example 1, steps 1 and 2 was repeated using phenylhydrazine hydrochloride (17.9 g) and (2-fluorobenzoyl)butyric acid (15.1 g) to synthesize 2-(2-fluorophenyl)-2,3-dihydroindole-3-propionic acid, which was reacted according the procedures of Example 2, step 1 and Example 3, step 2 to yield 4.8 g (total yield: 22%) of the titled compound as white crystals. Starting materials: C(C1=CC=CC=C1)O[C@H]1[C@@H](O[C@@H]([C@H]1OCC1=CC=CC=C1)COCC1=CC=CC=C1)N1C(=NC2=C1C=C(C(=C2Cl)Cl)Cl)Cl (1-(2,3,5-Tri-O-benzyl-β-D-ribofuranosyl)-2,4,5,6-tetrachlorobenzimidazole), B(Cl)(Cl)Cl.C(Cl)Cl (BCl3 CH2Cl2), CO (MeOH). Solvent: CCOC(=O)C (EtOAc), C(Cl)Cl (CH2Cl2). Reaction conditions: temperature -78 celsius, time 2 hour. Yields the product [C@@H]1([C@H](O)[C@H](O)[C@H](O1)CO)N1C(=NC2=C1C=C(C(=C2Cl)Cl)Cl)Cl (1-(β-D-Ribofuranosyl)-2,4,5,6-tetrachlorobenzimidazole). The yield is 81.4%. Reaction SMILES: C([O:8][C@@H:9]1[C@H:13]([O:14]CC2C=CC=CC=2)[C@@H:12]([CH2:22][O:23]CC2C=CC=CC=2)[O:11][C@H:10]1[N:31]1[C:35]2[CH:36]=[C:37]([Cl:42])[C:38]([Cl:41])=[C:39]([Cl:40])[C:34]=2[N:33]=[C:32]1[Cl:43])C1C=CC=CC=1.B(Cl)(Cl)Cl.C(Cl)Cl.CO>C(Cl)Cl.CCOC(C)=O>[C@@H:10]1([N:31]2[C:35]3[CH:36]=[C:37]([Cl:42])[C:38]([Cl:41])=[C:39]([Cl:40])[C:34]=3[N:33]=[C:32]2[Cl:43])[O:11][C@H:12]([CH2:22][OH:23])[C@@H:13]([OH:14])[C@H:9]1[OH:8] |f:1.2|. Reported procedure: To a solution of 0.565 g (0.858 mmol) of 91a in 8 mL of CH2Cl2, was added dropwise 8.58 mL of 1M BCl3 /CH2Cl2 at -78° C. The reaction mixture was stirred at -78° C. for 2 hr and then at -40° C. for 2 hr. MeOH (2.5 mL) was added dropwise and stirring was continued at -40° C. for 10 min. The reaction mixture was diluted with EtOAc (75 mL). The EtOAc solution was washed with H2O (50 mL), sat. NaHCO3 solution (50 mL), sat. NaCl solution (50 mL), dried (Na2SO4), and evaporated. The residue was suspen... Reactants: N1=CC=CC=C1 (pyridine), ClC(=O)OC(C1=CC=CC=C1)Cl (α-Chlorobenzyl chloroformate), ice, COCCOCCOCCO (triethyleneglycol monomethylether). Run in ClCCl (dichloromethane). Run at time 8 hour. The product is C(OC(C1=CC=CC=C1)Cl)(OCCOCCOCCOC)=O (α-Chlorobenzyl 2-(2-(2-methoxyethoxy)-ethoxy)-ethyl carbonate). As a reaction SMILES: Cl[C:2]([O:4][CH:5]([Cl:12])[C:6]1[CH:11]=[CH:10][CH:9]=[CH:8][CH:7]=1)=[O:3].[CH3:13][O:14][CH2:15][CH2:16][O:17][CH2:18][CH2:19][O:20][CH2:21][CH2:22][OH:23].N1C=CC=CC=1>ClCCl>[C:2](=[O:3])([O:23][CH2:22][CH2:21][O:20][CH2:19][CH2:18][O:17][CH2:16][CH2:15][O:14][CH3:13])[O:4][CH:5]([Cl:12])[C:6]1[CH:11]=[CH:10][CH:9]=[CH:8][CH:7]=1. Procedure details: α-Chlorobenzyl chloroformate (1 g) was added to an ice-cold solution of triethyleneglycol monomethylether (0.7 ml) in dichloromethane (5 ml) followed by pyridine (0.43 ml) at such a rate that the temperature was kept below 10° C. After stirring overnight at room temperature the reaction mixture was washed twice with 0.5 M HCl followed by water and aqueous sodium bicarbonate. Drying over magnesium sulfate, filtration, evaporation in vacuo followed by chromatography on silica gel with hexane/ethyl... Starting materials: C(C)(C)(C)OC(N(C)CCCC#CC1=C(C=CC(=C1)C(NC1=CC(=C(C=C1)OC)OC)=O)N)=O ({5-[2-amino-5-(3,4-dimethoxy-phenylcarbamoyl)-phenyl]-pent-4-ynyl}-methyl-carbamic acid tert-butyl ester). Reagents/catalysts: C1=CC=C(C=C1)C#N.C1=CC=C(C=C1)C#N.Cl[Pd]Cl (dichlorobis(benzonitrile)palladium). Solvent: CN(C=O)C (dimethylformamide). Reaction conditions: temperature 80 celsius. The product is COC=1C=C(C=CC1OC)NC(=O)C=1C=C2C=C(NC2=CC1)CCCN(C(OC(C)(C)C)=O)C (tert-butyl 3-(5-(3,4-dimethoxyphenylcarbamoyl)-1H-indol-2-yl)propyl(methyl)carbamate). As a reaction SMILES: [C:1]([O:5][C:6](=[O:34])[N:7]([CH2:9][CH2:10][CH2:11][C:12]#[C:13][C:14]1[CH:19]=[C:18]([C:20](=[O:32])[NH:21][C:22]2[CH:27]=[CH:26][C:25]([O:28][CH3:29])=[C:24]([O:30][CH3:31])[CH:23]=2)[CH:17]=[CH:16][C:15]=1[NH2:33])[CH3:8])([CH3:4])([CH3:3])[CH3:2]>C1C=CC(C#N)=CC=1.C1C=CC(C#N)=CC=1.Cl[Pd]Cl.CN(C)C=O>[CH3:31][O:30][C:24]1[CH:23]=[C:22]([NH:21][C:20]([C:18]2[CH:19]=[C:14]3[C:15](=[CH:16][CH:17]=2)[NH:33][C:12]([CH2:11][CH2:10][CH2:9][N:7]([CH3:8])[C:6](=[O:34])[O:5][C:1]([CH3:4])([CH3:2])[CH3:3])=[CH:13]3)=[O:32])[CH:27]=[CH:26][C:25]=1[O:28][CH3:29] |f:1.2.3|. Procedure details: A 500 mL round bottom flask was charged with {5-[2-amino-5-(3,4-dimethoxy-phenylcarbamoyl)-phenyl]-pent-4-ynyl}-methyl-carbamic acid tert-butyl ester (3.4 g, 7.27 mmol), dichlorobis(benzonitrile)palladium (II) (0.558 g, 1.45 mmol), and dimethylformamide (80 mL) and the resulting mixture heated to 80° C. for 24 h. The resulting mixture was then concentrated in-vacuo and the residue purified via flash silica gel chromatography (Analogix IF-280, SF25-40 g column, gradient 90:10-10:90 heptane:EtOAc)...